This data is from the Open Reaction Database (ORD), a public repository of structured organic reaction records. The task is: describe an organic reaction: reactants, conditions, products, and yield Reactants: C1(CCCCC1)CO (cyclohexanemethanol), BrCCCCCCl (1-bromo-5-chloropentane), [H-].[Na+] (Sodium hydride), O (Water). The solvent is CN(C=O)C (dimethylformamide), CN(C=O)C (dimethylformamide), CN(C=O)C (dimethylformamide). Product: C1(CCCCC1)COCCCCCBr (5-(cyclohexylmethoxy)pentyl bromide). Yield: 419.4%. RXN SMILES: [H-].[Na+].[CH:3]1([CH2:9][OH:10])[CH2:8][CH2:7][CH2:6][CH2:5][CH2:4]1.[Br:11][CH2:12][CH2:13][CH2:14][CH2:15][CH2:16]Cl.O>CN(C)C=O>[CH:3]1([CH2:9][O:10][CH2:16][CH2:15][CH2:14][CH2:13][CH2:12][Br:11])[CH2:8][CH2:7][CH2:6][CH2:5][CH2:4]1 |f:0.1|. Procedure details: 60% Sodium hydride (1.16 g) was suspended in dimethylformamide (40 ml), and a solution of cyclohexanemethanol (0.3 g) in dimethylformamide (10 ml) was dropwise added under ice-cooling with stirring, which was followed by stirring at room temperature for 1 hr. The mixture was again ice-cooled, and a solution of 1-bromo-5-chloropentane (4.88 g) in dimethylformamide (10 ml) was dropwise added, which was followed by stirring at room temperature for 2.5 hr. Water was added to the reaction mixture and... Reactants: IC=1C=NC=C(C1)C=1N=NNN1 (3-iodo-5-(2H-tetrazol-5-yl)pyridine), BrCCCO[Si](C)(C)C(C)(C)C ((3-bromopropoxy)-tert-butyldimethylsilane), C([O-])([O-])=O.[K+].[K+] (potassium carbonate). Solvent: CN(C)C=O (DMF), C(C)(=O)OCC (ethyl acetate). Reaction conditions: temperature 80 celsius. Yields the product [Si](C)(C)(C(C)(C)C)OCCCN1N=C(N=N1)C=1C=NC=C(C1)I (3-(2-(3-((tert-butyldimethylsilyl)oxy)propyl)-2H-tetrazol-5-yl)-5-iodopyridine). Reaction SMILES: [I:1][C:2]1[CH:3]=[N:4][CH:5]=[C:6]([C:8]2[N:9]=[N:10][NH:11][N:12]=2)[CH:7]=1.Br[CH2:14][CH2:15][CH2:16][O:17][Si:18]([C:21]([CH3:24])([CH3:23])[CH3:22])([CH3:20])[CH3:19].C(=O)([O-])[O-].[K+].[K+]>CN(C=O)C.C(OCC)(=O)C>[Si:18]([O:17][CH2:16][CH2:15][CH2:14][N:10]1[N:11]=[N:12][C:8]([C:6]2[CH:5]=[N:4][CH:3]=[C:2]([I:1])[CH:7]=2)=[N:9]1)([C:21]([CH3:22])([CH3:23])[CH3:24])([CH3:20])[CH3:19] |f:2.3.4|. Reported procedure: The reaction mixture of 3-iodo-5-(2H-tetrazol-5-yl)pyridine (273 mg, 1 mmol, 1 eq), (3-bromopropoxy)-tert-butyldimethylsilane (0.31 mL, 1.3 eq), potassium carbonate (207 mg, 1.5 eq) in anhydrous DMF (4 mL) under nitrogen atmosphere was stirred and heated at 80° C. for 5 hours. The mixture was then diluted with ethyl acetate, washed sequentially with saturated aqueous sodium bicarbonate, aqueous ammonium chloride, brine, and dried with anhydrous sodium sulfate. The upper liquor was decanted, conc... Starting materials: C(C)(C)C1=CC=C(N)C=C1 (4-isopropylaniline), C(C(=C)CC(=O)O)(=O)O (itaconic acid). Solvent: [OH-].[Na+] (NaOH). Run at temperature 125 celsius, time 20 minute. The product is C(C)(C)C1=CC=C(C=C1)N1CC(CC1=O)C(=O)O (1-(4-isopropyl-phenyl)-5-oxo-pyrrolidine-3-carboxylic acid). The yield is 751.6%. Reaction SMILES: [CH:1]([C:4]1[CH:10]=[CH:9][C:7]([NH2:8])=[CH:6][CH:5]=1)([CH3:3])[CH3:2].[C:11]([OH:19])(=[O:18])[C:12]([CH2:14][C:15](O)=[O:16])=[CH2:13]>[OH-].[Na+]>[CH:1]([C:4]1[CH:10]=[CH:9][C:7]([N:8]2[C:15](=[O:16])[CH2:14][CH:12]([C:11]([OH:19])=[O:18])[CH2:13]2)=[CH:6][CH:5]=1)([CH3:3])[CH3:2] |f:2.3|. Procedure details: A mixture of 4-isopropylaniline (0.76 g, 0.565 mmol) and itaconic acid (0.70 g, 0.538 mmol) was heated at 120-130° C. in a sealed tube for 2.5 hrs. The mixture was cooled and dissolved in 10% NaOH solution (15 ml) and stirred for 20 min. The aqueous layer was washed with ethyl acetate and acidified with dil. HCl. The precipitate was filtered to obtain 1-(4-isopropyl-phenyl)-5-oxo-pyrrolidine-3-carboxylic acid (1.0 g, 75%). Starting materials: COc1cc(OC)c(C(F)(F)F)cc1N, CCOC(C)=O, Cc1ccc(N=C=O)cc1. Yields the product COc1cc(OC)c(C(F)(F)F)cc1NC(=O)Nc1ccc(C)cc1. RXN SMILES: [CH3:11][O:12][c:13]1[c:14]([NH2:15])[cH:16][c:17]([C:22]([F:23])([F:24])[F:25])[c:18]([O:20][CH3:21])[cH:19]1.[CH3:26][CH2:27][O:28][C:29]([CH3:30])=[O:31].[c:1]1([CH3:10])[cH:2][cH:3][c:4]([N:7]=[C:8]=[O:9])[cH:5][cH:6]1>>[c:1]1([CH3:10])[cH:2][cH:3][c:4]([NH:7][C:8](=[O:9])[NH:15][c:14]2[c:13]([O:12][CH3:11])[cH:19][c:18]([O:20][CH3:21])[c:17]([C:22]([F:23])([F:24])[F:25])[cH:16]2)[cH:5][cH:6]1.